This data is from the Open Reaction Database (ORD), a public repository of structured organic reaction records. The task is: describe an organic reaction: reactants, conditions, products, and yield Reactants: C1(CC1)N1C(=NC2=C1C=C(C=C2F)C2=NC(=NC=C2F)NC2=NC=C(C=C2)CC2CCNCC2)C ([4-(3-cyclopropyl-7-fluoro-2-methyl-3H-benzoimidazol-5-yl)-5-fluoro-pyrimidin-2-yl]-(5-piperidin-4-ylmethyl-pyridin-2-yl)-amine), ClCCCl (1,2 dichloroethane), C(C)(=O)O[BH-](OC(C)=O)OC(C)=O.[Na+] (sodium triacetoxyborohydride). Solvent: C(C)(=O)O (acetic acid). Run at temperature 60 celsius. Yields the product C1(CC1)N1C(=NC2=C1C=C(C=C2F)C2=NC(=NC=C2F)NC2=NC=C(C=C2)CC2CCN(CC2)CC)C ([4-(3-Cyclopropyl-7-fluoro-2-methyl-3H-benzoimidazol-5-yl)-5-fluoro-pyrimidin-2-yl]-[5-(1-ethyl-piperidin-4-ylmethyl)-pyridin-2-yl]-amine). Yield: 68.7%. RXN SMILES: [C:1](O[BH-](OC(=O)C)OC(=O)C)(=O)[CH3:2].[Na+].[CH:15]1([N:18]2[C:22]3[CH:23]=[C:24]([C:28]4[C:33]([F:34])=[CH:32][N:31]=[C:30]([NH:35][C:36]5[CH:41]=[CH:40][C:39]([CH2:42][CH:43]6[CH2:48][CH2:47][NH:46][CH2:45][CH2:44]6)=[CH:38][N:37]=5)[N:29]=4)[CH:25]=[C:26]([F:27])[C:21]=3[N:20]=[C:19]2[CH3:49])[CH2:17][CH2:16]1.ClCCCl>C(O)(=O)C>[CH:15]1([N:18]2[C:22]3[CH:23]=[C:24]([C:28]4[C:33]([F:34])=[CH:32][N:31]=[C:30]([NH:35][C:36]5[CH:41]=[CH:40][C:39]([CH2:42][CH:43]6[CH2:48][CH2:47][N:46]([CH2:1][CH3:2])[CH2:45][CH2:44]6)=[CH:38][N:37]=5)[N:29]=4)[CH:25]=[C:26]([F:27])[C:21]=3[N:20]=[C:19]2[CH3:49])[CH2:17][CH2:16]1 |f:0.1|. Procedure details: Add sodium triacetoxyborohydride (720 mg) to a mixture of [4-(3-cyclopropyl-7-fluoro-2-methyl-3H-benzoimidazol-5-yl)-5-fluoro-pyrimidin-2-yl]-(5-piperidin-4-ylmethyl-pyridin-2-yl)-amine (110 mg), 1,2 dichloroethane (1.14 mL) and acetic acid (2709 μL). Heat at 60° C. for 1 h. Remove the solvent under vacuum. Purify by strong cation exchange cartridge (SCX) eluting with methanol and then methanol-NH3 2M followed by silica gel column chromatography eluting with DCM/methanol-NH3 2M (3%) to afford 80...